Task: describe an organic reaction: reactants, conditions, products, and yield. Dataset: the Open Reaction Database (ORD), a public repository of structured organic reaction records The reactants are FC=1C=C(COC=2C=C3CCNCC3=CC2)C=CC1 (6-(3-fluoro-benzyloxy)-1,2,3,4-tetrahydro-isoquinoline), compound, C(C)OCCBr (2-bromoethyl ethyl ether). Yields the product C(C)OCCN1CC2=CC=C(C=C2CC1)OCC1=CC(=CC=C1)F (2-(2-Ethoxy-ethyl)-6-(3-fluoro-benzyloxy)-1,2,3,4-tetrahydro-isoquinoline). As a reaction SMILES: [F:1][C:2]1[CH:3]=[C:4]([CH:17]=[CH:18][CH:19]=1)[CH2:5][O:6][C:7]1[CH:8]=[C:9]2[C:14](=[CH:15][CH:16]=1)[CH2:13][NH:12][CH2:11][CH2:10]2.[CH2:20]([O:22][CH2:23][CH2:24]Br)[CH3:21]>>[CH2:20]([O:22][CH2:23][CH2:24][N:12]1[CH2:11][CH2:10][C:9]2[C:14](=[CH:15][CH:16]=[C:7]([O:6][CH2:5][C:4]3[CH:17]=[CH:18][CH:19]=[C:2]([F:1])[CH:3]=3)[CH:8]=2)[CH2:13]1)[CH3:21]. Procedure: As described for example 44, 6-(3-fluoro-benzyloxy)-1,2,3,4-tetrahydro-isoquinoline (0.100 g, 0.39 mmol) was converted to the tide compound (0.075 g, 59%) using 2-bromoethyl ethyl ether (0.072,g, 0.47 mmol) instead of 2-bromopropionamide. MS: m/e=330.4 (M+H+). The reactants are CN(C(=O)OC(C)(C)C)c1nc(-c2ccco2)c(Br)s1, [Li]CCCC, CCOCC(=O)N(C)OC, C1CCOC1, CCCCCC, [Cl-], [NH4+]. Yields the product CCOCC(=O)c1sc(N(C)C(=O)OC(C)(C)C)nc1-c1ccco1. Reaction SMILES: [Br:1][c:2]1[c:3](-[c:16]2[o:17][cH:18][cH:19][cH:20]2)[n:4][c:5]([N:7]([C:8]([O:9][C:10]([CH3:11])([CH3:12])[CH3:13])=[O:14])[CH3:15])[s:6]1.[CH2:21]([Li:22])[CH2:23][CH2:24][CH3:25].[CH2:32]([CH3:33])[O:34][CH2:35][C:36](=[O:37])[N:38]([O:39][CH3:40])[CH3:41].[CH2:44]1[O:45][CH2:46][CH2:47][CH2:48]1.[CH3:26][CH2:27][CH2:28][CH2:29][CH2:30][CH3:31].[Cl-:42].[NH4+:43]>>[c:2]1([C:36]([CH2:35][O:34][CH2:32][CH3:33])=[O:37])[c:3](-[c:16]2[o:17][cH:18][cH:19][cH:20]2)[n:4][c:5]([N:7]([C:8]([O:9][C:10]([CH3:11])([CH3:12])[CH3:13])=[O:14])[CH3:15])[s:6]1. The reactants are O=C([O-])[O-], CN(Cc1ccccc1)c1cc[nH]c(=O)c1, [Cs+], [Cs+], OCc1ccc(CCI)cc1, CN(C)C=O. The product is CN(Cc1ccccc1)c1ccn(CCc2ccc(CO)cc2)c(=O)c1. Reaction SMILES: [C:17](=[O:18])([O-:19])[O-:20].[CH2:1]([c:2]1[cH:3][cH:4][cH:5][cH:6][cH:7]1)[N:8]([c:9]1[cH:10][c:11](=[O:15])[nH:12][cH:13][cH:14]1)[CH3:16].[Cs+:21].[Cs+:22].[I:23][CH2:24][CH2:25][c:26]1[cH:27][cH:28][c:29]([CH2:32][OH:33])[cH:30][cH:31]1.[O:34]=[CH:35][N:36]([CH3:37])[CH3:38]>>[CH2:1]([c:2]1[cH:3][cH:4][cH:5][cH:6][cH:7]1)[N:8]([c:9]1[cH:10][c:11](=[O:15])[n:12]([CH2:24][CH2:25][c:26]2[cH:27][cH:28][c:29]([CH2:32][OH:33])[cH:30][cH:31]2)[cH:13][cH:14]1)[CH3:16]. The reactants are NC=1C(=NC(=CN1)C1CCOCC1)C1=CC(=C(C(=O)O)C=C1)F (4-(3-amino-6-(tetrahydro-2H-pyran-4-yl)pyrazin-2-yl)-2-fluorobenzoic acid), C1=CC2=C(N=C1)N(N=N2)O (HOAt), C(CCl)Cl (EDC), N[C@H](CN(S(=O)(=O)C1=C(C=CC=C1)[N+](=O)[O-])C)C1=CC(=CC=C1)Cl ((S)—N-(2-amino-2-(3-chlorophenyl)ethyl)-N-methyl-2-nitrobenzenesulfonamide). Solvent: CCOC(=O)C (EtOAc), CN(C)C=O (DMF). Conditions: time 3 hour. Yields the product NC=1C(=NC(=CN1)C1CCOCC1)C1=CC(=C(C(=O)N[C@H](CN(S(=O)(=O)C2=C(C=CC=C2)[N+](=O)[O-])C)C2=CC(=CC=C2)Cl)C=C1)F ((S)-4-(3-amino-6-(tetrahydro-2H-pyran-4-yl)pyrazin-2-yl)-N-(1-(3-chlorophenyl)-2-(N-methyl-2-nitrophenylsulfonamido)ethyl)-2-fluorobenzamide). The yield is 82.2%. RXN SMILES: [NH2:1][C:2]1[C:3]([C:14]2[CH:22]=[CH:21][C:17]([C:18]([OH:20])=O)=[C:16]([F:23])[CH:15]=2)=[N:4][C:5]([CH:8]2[CH2:13][CH2:12][O:11][CH2:10][CH2:9]2)=[CH:6][N:7]=1.C1C=NC2N(O)N=NC=2C=1.C(Cl)CCl.[NH2:38][C@@H:39]([C:55]1[CH:60]=[CH:59][CH:58]=[C:57]([Cl:61])[CH:56]=1)[CH2:40][N:41]([CH3:54])[S:42]([C:45]1[CH:50]=[CH:49][CH:48]=[CH:47][C:46]=1[N+:51]([O-:53])=[O:52])(=[O:44])=[O:43]>CN(C=O)C.CCOC(C)=O>[NH2:1][C:2]1[C:3]([C:14]2[CH:22]=[CH:21][C:17]([C:18]([NH:38][C@@H:39]([C:55]3[CH:60]=[CH:59][CH:58]=[C:57]([Cl:61])[CH:56]=3)[CH2:40][N:41]([CH3:54])[S:42]([C:45]3[CH:50]=[CH:49][CH:48]=[CH:47][C:46]=3[N+:51]([O-:53])=[O:52])(=[O:43])=[O:44])=[O:20])=[C:16]([F:23])[CH:15]=2)=[N:4][C:5]([CH:8]2[CH2:9][CH2:10][O:11][CH2:12][CH2:13]2)=[CH:6][N:7]=1. Procedure: To a solution of 4-(3-amino-6-(tetrahydro-2H-pyran-4-yl)pyrazin-2-yl)-2-fluorobenzoic acid (1.55 g, 4.88 mmol) in DMF (16.28 mL) was added HOAt (0.997 g, 7.33 mmol), EDC (1.498 g, 7.82 mmol) DIEA (2.61 m l, 14.65 mmol) and (S)—N-(2-amino-2-(3-chlorophenyl)ethyl)-N-methyl-2-nitrobenzenesulfonamide (2.084 g, 5.13 mmol). The reaction mixture was stirred at room temperature for 3 h, and LCMS indicated the reaction was completed. The reaction mixture was diluted with EtOAc, and the organic was washed...